The task is: describe an organic reaction: reactants, conditions, products, and yield. This data is from the Open Reaction Database (ORD), a public repository of structured organic reaction records. Reactants: C1CCOC1, COC(=O)c1cc(OCc2ccccc2)cc(OC2CCN(C)C2=O)c1, CO, [H][H]. Product: COC(=O)c1cc(O)cc(OC2CCN(C)C2=O)c1. As a reaction SMILES: [CH2:29]1[O:30][CH2:31][CH2:32][CH2:33]1.[CH3:1][N:2]1[C:3](=[O:26])[CH:4]([O:7][c:8]2[cH:9][c:10]([C:11](=[O:12])[O:13][CH3:14])[cH:15][c:16]([O:18][CH2:19][c:20]3[cH:21][cH:22][cH:23][cH:24][cH:25]3)[cH:17]2)[CH2:5][CH2:6]1.[CH3:34][OH:35].[H:27][H:28]>>[CH3:1][N:2]1[C:3](=[O:26])[CH:4]([O:7][c:8]2[cH:9][c:10]([C:11](=[O:12])[O:13][CH3:14])[cH:15][c:16]([OH:18])[cH:17]2)[CH2:5][CH2:6]1.